Dataset: the Open Reaction Database (ORD), a public repository of structured organic reaction records. Task: describe an organic reaction: reactants, conditions, products, and yield RXN SMILES: [C:13](=[CH2:14])([CH3:15])[c:16]1[cH:17][cH:18][n:19][cH:20][cH:21]1.[CH3:31][C:32](=[O:33])[CH3:34].[K+:6].[Mg+2:7].[Mn:1]([O-:2])(=[O:3])(=[O:4])=[O:5].[O-:8][S:9](=[O:10])(=[O:11])[O-:12].[OH2:30].[OH:22][c:23]1[cH:24][cH:25][c:26]([OH:27])[cH:28][cH:29]1>>[C:13]([CH2:14][OH:30])([CH3:15])([c:16]1[cH:17][cH:18][n:19][cH:20][cH:21]1)[OH:22]. The product is CC(O)(CO)c1ccncc1. The reactants are C=C(C)c1ccncc1, CC(C)=O, [K+], [Mg+2], O=[Mn](=O)(=O)[O-], O=S(=O)([O-])[O-], O, Oc1ccc(O)cc1.